Dataset: the Open Reaction Database (ORD), a public repository of structured organic reaction records. Task: describe an organic reaction: reactants, conditions, products, and yield Starting materials: ClC1=C2C(=NC=C1)C=C(O2)C2=CC(=C(C(=C2)OC)OC)OC (7-chloro-2-(3,4,5-trimethoxyphenyl)furo[3,2-b]pyridine), NC=1C=CC2=C(NC(C(O2)(F)F)=O)C1 (6-amino-2,2-difluoro-4H-benzo[1,4]oxazin-3-one), Cl (Hydrogen chloride), O1CCOCC1 (dioxane). Yield: 25.9%. Procedure details: To a 10 mL microwave vial with stirbar was added 7-chloro-2-(3,4,5-trimethoxyphenyl)furo[3,2-b]pyridine (25.00 mg; 0.08 mmol; 1.00 eq.) and 6-amino-2,2-difluoro-4H-benzo[1,4]oxazin-3-one (16.43 mg; 0.08 mmol; 1.05 eq.). The vial was sealed and flushed with N2 and the reagents were dissolved in NMP (1.00 ml). Hydrogen chloride in dioxane (0.02 ml; 4.00 M; 0.08 mmol; 1.05 eq.) was added and the reaction mixture was heated to 150° C. in a microwave reactor for 1 h. The reaction mixture was cooled t... RXN SMILES: Cl[C:2]1[CH:7]=[CH:6][N:5]=[C:4]2[CH:8]=[C:9]([C:11]3[CH:16]=[C:15]([O:17][CH3:18])[C:14]([O:19][CH3:20])=[C:13]([O:21][CH3:22])[CH:12]=3)[O:10][C:3]=12.[NH2:23][C:24]1[CH:25]=[CH:26][C:27]2[O:32][C:31]([F:34])([F:33])[C:30](=[O:35])[NH:29][C:28]=2[CH:36]=1.Cl.O1CCOCC1>>[F:34][C:31]1([F:33])[C:30](=[O:35])[NH:29][C:28]2[CH:36]=[C:24]([NH:23][C:2]3[CH:7]=[CH:6][N:5]=[C:4]4[CH:8]=[C:9]([C:11]5[CH:16]=[C:15]([O:17][CH3:18])[C:14]([O:19][CH3:20])=[C:13]([O:21][CH3:22])[CH:12]=5)[O:10][C:3]=34)[CH:25]=[CH:26][C:27]=2[O:32]1. Yields the product FC1(OC2=C(NC1=O)C=C(C=C2)NC2=C1C(=NC=C2)C=C(O1)C1=CC(=C(C(=C1)OC)OC)OC)F (2,2-Difluoro-6-[2-(3,4,5-trimethoxy-phenyl)-furo[3,2-b]pyridin-7-ylamino]-4H-benzo[1,4]oxazin-3-one). Reaction conditions: temperature 150 celsius. Reactants: ClC1=CC=C(C=C1)C#C (1-chloro-4-ethynyl-benzene), COC(COC1=C(C=C(C=C1)OCC#CC1=CC(=CC(=C1)C#CCN1CCOCC1)Br)C)=O ((4-{3-[3-bromo-5-(3-morpholin-4-yl-prop-1-ynyl)-phenyl]-prop-2-ynyloxy}-2-methyl-phenoxy)-acetic acid methyl ester). The reagents and catalysts are C=1C=CC(=CC1)[P](C=2C=CC=CC2)(C=3C=CC=CC3)[Pd]([P](C=4C=CC=CC4)(C=5C=CC=CC5)C=6C=CC=CC6)([P](C=7C=CC=CC7)(C=8C=CC=CC8)C=9C=CC=CC9)[P](C=1C=CC=CC1)(C=1C=CC=CC1)C=1C=CC=CC1 (Pd(PPh3)4), [Cu]I (CuI). Solvent: CN(C)C=O (DMF), C(C)N(CC)CC (triethylamine). Reaction conditions: temperature 60 celsius. Yields the product COC(COC1=C(C=C(C=C1)OCC#CC1=CC(=CC(=C1)C#CCN1CCOCC1)C#CC1=CC=C(C=C1)Cl)C)=O ((4-{3-[3-(4-chloro-phenylethynyl)-5-(3-morpholin-4-yl-prop-1-ynyl)-phenyl]-prop-2-ynyloxy}-2-methyl-phenoxy)-acetic acid methyl ester). As a reaction SMILES: [Cl:1][C:2]1[CH:7]=[CH:6][C:5]([C:8]#[CH:9])=[CH:4][CH:3]=1.[CH3:10][O:11][C:12](=[O:42])[CH2:13][O:14][C:15]1[CH:20]=[CH:19][C:18]([O:21][CH2:22][C:23]#[C:24][C:25]2[CH:30]=[C:29]([C:31]#[C:32][CH2:33][N:34]3[CH2:39][CH2:38][O:37][CH2:36][CH2:35]3)[CH:28]=[C:27](Br)[CH:26]=2)=[CH:17][C:16]=1[CH3:41]>CN(C=O)C.C(N(CC)CC)C.C1C=CC([P]([Pd]([P](C2C=CC=CC=2)(C2C=CC=CC=2)C2C=CC=CC=2)([P](C2C=CC=CC=2)(C2C=CC=CC=2)C2C=CC=CC=2)[P](C2C=CC=CC=2)(C2C=CC=CC=2)C2C=CC=CC=2)(C2C=CC=CC=2)C2C=CC=CC=2)=CC=1.[Cu]I>[CH3:10][O:11][C:12](=[O:42])[CH2:13][O:14][C:15]1[CH:20]=[CH:19][C:18]([O:21][CH2:22][C:23]#[C:24][C:25]2[CH:30]=[C:29]([C:31]#[C:32][CH2:33][N:34]3[CH2:39][CH2:38][O:37][CH2:36][CH2:35]3)[CH:28]=[C:27]([C:9]#[C:8][C:5]3[CH:6]=[CH:7][C:2]([Cl:1])=[CH:3][CH:4]=3)[CH:26]=2)=[CH:17][C:16]=1[CH3:41] |^1:58,60,79,98|. Procedure details: A mixture of 1-chloro-4-ethynyl-benzene (240 mg, 1.76 mmol), (4-{3-[3-bromo-5-(3-morpholin-4-yl-prop-1-ynyl)-phenyl]-prop-2-ynyloxy}-2-methyl-phenoxy)-acetic acid methyl ester (106 mg, 0.207 mmol, example 6), Pd(PPh3)4 (23 mg, 0.021 mmol), CuI (11 mg, 0.058 mmol) in dry DMF (2 ml) and triethylamine (2 ml) was heated in a microwave own for 120 min at 60° C. in a sealed tube. The reaction mixture was filtered through Decalite and the filtrate was evaporated. The residue was purified on column chro...